This data is from the Open Reaction Database (ORD), a public repository of structured organic reaction records. The task is: describe an organic reaction: reactants, conditions, products, and yield Reactants: CO (MeOH), CC1=CC=C(C=C1)S(=O)(=O)OCCC#CC1=CN(C=2N=C(N=C(C21)Cl)N)CC2=NC=C(C(=C2C)OC)C (4-(2-amino-4-chloro-7-((4-methoxy-3,5-dimethylpyridin-2-yl)methyl)-7H-pyrrolo [2,3-d]pyrimidin-5-yl)but-3-ynyl 4-methylbenzenesulfonate), [F-].[Cs+] (CsF). Solvent: C(Cl)Cl (DCM), CN(C)C=O (DMF). Conditions: temperature 70 celsius. The product is C(#CC=C)C1=CN(C=2N=C(N=C(C21)Cl)N)CC2=NC=C(C(=C2C)OC)C (5-(but-3-en-1-ynyl)-4-chloro-7-((4-methoxy-3,5-dimethylpyridin-2-yl)methyl)-7H-pyrrolo [2,3-d]pyrimidin-2-amine). Yield: 79.7%. RXN SMILES: CC1C=CC(S(O[CH2:12][CH2:13][C:14]#[C:15][C:16]2[C:24]3[C:23]([Cl:25])=[N:22][C:21]([NH2:26])=[N:20][C:19]=3[N:18]([CH2:27][C:28]3[C:33]([CH3:34])=[C:32]([O:35][CH3:36])[C:31]([CH3:37])=[CH:30][N:29]=3)[CH:17]=2)(=O)=O)=CC=1.[F-].[Cs+].CO>CN(C=O)C.C(Cl)Cl>[C:15]([C:16]1[C:24]2[C:23]([Cl:25])=[N:22][C:21]([NH2:26])=[N:20][C:19]=2[N:18]([CH2:27][C:28]2[C:33]([CH3:34])=[C:32]([O:35][CH3:36])[C:31]([CH3:37])=[CH:30][N:29]=2)[CH:17]=1)#[C:14][CH:13]=[CH2:12] |f:1.2|. Procedure: A mixture of 4-(2-amino-4-chloro-7-((4-methoxy-3,5-dimethylpyridin-2-yl)methyl)-7H-pyrrolo [2,3-d]pyrimidin-5-yl)but-3-ynyl 4-methylbenzenesulfonate (516 mg) and CsF (2.0 g) in DMF (7.0 mL) was heated to 70° C. for 1 h. Work-up and flash chromatography (1→3% MeOH in DCM) gave the title compound (280 mg), as a pale yellow oil. HPLC Rt=5.90 min. Reactants: ClC1=NC(=CN=C1)Cl (2,6-dichloropyrazine), OC1=C(C=CC=C1)B(O)O (2-hydroxyphenylboronic acid), trans dichlorobis(triphenylphosphine) palladium (II), C([O-])([O-])=O.[Na+].[Na+] (sodium carbonate). Solvent: C(C)#N (acetonitrile). Run at temperature 75 celsius, time 5 hour. The product is ClC1=CN=CC(=N1)C1=C(C=CC=C1)O (2-(6-Chloropyrazin-2-yl)phenol). Reaction SMILES: Cl[C:2]1[CH:7]=[N:6][CH:5]=[C:4]([Cl:8])[N:3]=1.[OH:9][C:10]1[CH:15]=[CH:14][CH:13]=[CH:12][C:11]=1B(O)O.C(=O)([O-])[O-].[Na+].[Na+]>C(#N)C>[Cl:8][C:4]1[N:3]=[C:2]([C:11]2[CH:12]=[CH:13][CH:14]=[CH:15][C:10]=2[OH:9])[CH:7]=[N:6][CH:5]=1 |f:2.3.4|. Procedure: To a mixture of 2,6-dichloropyrazine (1.00 g, 6.71 mmol), 2-hydroxyphenylboronic acid (972 mg, 7.05 mmol) and trans dichlorobis(triphenylphosphine) palladium (II) (471 mg, 0.671 mmol) were added acetonitrile (20 mL) and sodium carbonate (13.4 mL, 1.0 M in water, 13.4 mmol), and the resulting mixture was degassed by a nitrogen sparge. The reaction flask was equipped with a reflux condenser, then was placed in a pre-heated oil bath (75° C.) and was stirred rapidly. After 5 h, the reaction mixture ... Starting materials: ClC=1C=C(CO)C=CC1 (3-chlorobenzyl alcohol), P(Br)(Br)Br (PBr3). Solvent: O1CCCC1 (tetrahydrofuran). Reaction conditions: temperature 0 celsius, time 3 hour. The product is ClC=1C=C(CBr)C=CC1 (3-Chlorobenzyl bromide). As a reaction SMILES: [Cl:1][C:2]1[CH:3]=[C:4]([CH:7]=[CH:8][CH:9]=1)[CH2:5]O.P(Br)(Br)[Br:11]>O1CCCC1>[Cl:1][C:2]1[CH:3]=[C:4]([CH:7]=[CH:8][CH:9]=1)[CH2:5][Br:11]. Procedure details: A solution of 260 ul of 3-chlorobenzyl alcohol dissolved in 2.5 ml of dry tetrahydrofuran is cooled to 0° C. and 120 ul of PBr3 added. The reaction is stirred for 3 hours and extracted with ether. The organic layer is washed with saturated sodium bicarbonate and evaporated to give the desired product. Starting materials: CCOC(=O)CN1C(=O)C(NC(=O)OC(C)(C)C)CC(OC(C)=O)c2ccccc21, CCO. Yields the product CCOC(=O)CN1C(=O)C(NC(=O)OC(C)(C)C)CCc2ccccc21. RXN SMILES: [C:1]([O:2][CH:5]1[CH2:6][CH:7]([NH:23][C:24](=[O:25])[O:26][C:27]([CH3:28])([CH3:29])[CH3:30])[C:8](=[O:22])[N:9]([CH2:16][C:17](=[O:18])[O:19][CH2:20][CH3:21])[c:10]2[c:11]1[cH:12][cH:13][cH:14][cH:15]2)(=[O:3])[CH3:4].[CH3:31][CH2:32][OH:33]>>[CH2:5]1[CH2:6][CH:7]([NH:23][C:24](=[O:25])[O:26][C:27]([CH3:28])([CH3:29])[CH3:30])[C:8](=[O:22])[N:9]([CH2:16][C:17](=[O:18])[O:19][CH2:20][CH3:21])[c:10]2[c:11]1[cH:12][cH:13][cH:14][cH:15]2. Starting materials: Cl.C(C)OC(=O)C1=NOC(=N1)C(CC1=CC2=CC=CC=C2C=C1)NC (5-(1-methylamino-2-(2-naphthyl)ethyl)-[1,2,4]oxadiazole-3-carboxylic acid ethyl ester hydrochloride), Cl (Hydrochloric acid), CC(C)O (2-propanol). The reagents and catalysts are CC(C)[O-].CC(C)[O-].CC(C)[O-].CC(C)[O-].[Ti+4] (tetraisopropyl titanate). Product: CC(C)OC(=O)C1=NOC(=N1)C(CC1=CC2=CC=CC=C2C=C1)NC (5-(1-Methylamino-2-(2-naphthyl)ethyl)-[1,2,4]oxadiazole-3-carboxylic acid (2-propyl)ester). Reaction SMILES: Cl.[CH2:2]([O:4][C:5]([C:7]1[N:11]=[C:10]([CH:12]([NH:24][CH3:25])[CH2:13][C:14]2[CH:23]=[CH:22][C:21]3[C:16](=[CH:17][CH:18]=[CH:19][CH:20]=3)[CH:15]=2)[O:9][N:8]=1)=[O:6])[CH3:3].Cl.[CH3:27]C(O)C>CC([O-])C.CC([O-])C.CC([O-])C.CC([O-])C.[Ti+4]>[CH3:3][CH:2]([O:4][C:5]([C:7]1[N:11]=[C:10]([CH:12]([NH:24][CH3:25])[CH2:13][C:14]2[CH:23]=[CH:22][C:21]3[C:16](=[CH:17][CH:18]=[CH:19][CH:20]=3)[CH:15]=2)[O:9][N:8]=1)=[O:6])[CH3:27] |f:0.1,4.5.6.7.8|. Procedure details: 5-(1-methylamino-2-(2-naphthyl)ethyl)-[1,2,4]oxadiazole-3-carboxylic acid ethyl ester hydrochloride (1.64 g, 4.5 mmol) was suspended in 2-propanol (35 ml). After addition of tetraisopropyl titanate (1.3 g, 4.5 mmol) the reaction mixture was refluxed for 18 h. Hydrochloric acid (1N, 30 ml) was added and the reaction mixture was extracted with ethyl acetate (150 ml). The organic phase was washed with a saturated aqueous solution of sodium hydrogencarbonate (50 ml) and water (3×50 ml). After drying...